From a dataset of the Open Reaction Database (ORD), a public repository of structured organic reaction records. describe an organic reaction: reactants, conditions, products, and yield Reactants: BrC=1C=CC(=NC1)C1=NO[C@H](C1)CO ([(5R)-3-(5-Bromopyridin-2-yl)-4,5-dihydroisoxazol-5-yl]methanol), C([O-])([O-])=O.[K+].[K+] (potassium carbonate), FC=1C=C(C=CC1B1OC(C(O1)(C)C)(C)C)N1C(O[C@H](C1)CN1N=NC=C1)=O ((5R)-3-[3-fluoro-4-(4,4,5,5-tetramethyl-1,3,2-dioxaborolan-2-yl)phenyl]-5-(1H -1,2,3-triazol-1-ylmethyl)-1,3-oxazolidin-2-one), BrC=1C=CC(=NC1)C1=NO[C@H](C1)CO ([(5R)-3-(5-Bromopyridin-2-yl)-4,5-dihydroisoxazol-5-yl]methanol), FC=1C=C(C=CC1B1OC(C(O1)(C)C)(C)C)N1C(O[C@H](C1)CN1N=NC=C1)=O ((5R)-3-[3-fluoro-4-(4,4,5,5-tetramethyl-1,3,2-dioxaborolan-2-yl)phenyl]-5-(1H -1,2,3-triazol-1-ylmethyl)-1,3-oxazolidin-2-one). The reagents and catalysts are C1(=CC=CC=C1)P(C1=CC=CC=C1)(C1=CC=CC=C1)[Pd-4](P(C1=CC=CC=C1)(C1=CC=CC=C1)C1=CC=CC=C1)(P(C1=CC=CC=C1)(C1=CC=CC=C1)C1=CC=CC=C1)P(C1=CC=CC=C1)(C1=CC=CC=C1)C1=CC=CC=C1 (tetrakis(triphenylphosphino)palladium(0)). Run in O (water), O (water), CN(C)C=O (DMF). Run at temperature 75 celsius. Product: FC=1C=C(C=CC1C=1C=NC(=CC1)C1=NO[C@H](C1)CO)N1C(O[C@H](C1)CN1N=NC=C1)=O ((5R)-3-(3-Fluoro-4-{6-[(5R)-5-(hydroxymethyl)-4,5-dihydroisoxazol-3-yl]pyridin-3-yl}phenyl)-5-(1H-1,2,3-triazol-1-ylmethyl)-1,3-oxazolidin-2-one). Yield: 55.5%. As a reaction SMILES: Br[C:2]1[CH:3]=[CH:4][C:5]([C:8]2[CH2:12][C@H:11]([CH2:13][OH:14])[O:10][N:9]=2)=[N:6][CH:7]=1.[F:15][C:16]1[CH:17]=[C:18]([N:31]2[CH2:35][C@H:34]([CH2:36][N:37]3[CH:41]=[CH:40][N:39]=[N:38]3)[O:33][C:32]2=[O:42])[CH:19]=[CH:20][C:21]=1B1OC(C)(C)C(C)(C)O1.C(=O)([O-])[O-].[K+].[K+]>CN(C=O)C.O.C1(P([Pd-4](P(C2C=CC=CC=2)(C2C=CC=CC=2)C2C=CC=CC=2)(P(C2C=CC=CC=2)(C2C=CC=CC=2)C2C=CC=CC=2)P(C2C=CC=CC=2)(C2C=CC=CC=2)C2C=CC=CC=2)(C2C=CC=CC=2)C2C=CC=CC=2)C=CC=CC=1>[F:15][C:16]1[CH:17]=[C:18]([N:31]2[CH2:35][C@H:34]([CH2:36][N:37]3[CH:41]=[CH:40][N:39]=[N:38]3)[O:33][C:32]2=[O:42])[CH:19]=[CH:20][C:21]=1[C:2]1[CH:7]=[N:6][C:5]([C:8]2[CH2:12][C@H:11]([CH2:13][OH:14])[O:10][N:9]=2)=[CH:4][CH:3]=1 |f:2.3.4|. Procedure: [(5R)-3-(5-Bromopyridin-2-yl)-4,5-dihydroisoxazol-5-yl]methanol (intermediate 12, 0.139 g, 0.54 mmol), (5R)-3-[3-fluoro-4-(4,4,5,5-tetramethyl-1,3,2-dioxaborolan-2-yl)phenyl]-5-(1H-1,2,3-triazol-1-ylmethyl)-1,3-oxazolidin-2-one (Intermediate 7, 0.2 g, 0.514 mmol), potassium carbonate (0.355 g, 2.57 mmol), and tetrakis(triphenylphosphino)palladium(0) (0.059 g, 0.05 mmol) were combined and suspended in DMF (7 ml) and water (1 ml). The mixture was heated at 75° C. for 2 hours, then was poured into ... The reactants are C1CCOC1, CC(C)(C)OC(=O)NCC1CN(c2ccc3c(c2)CCNC3)C(=O)O1, O=Cn1nnc2ccccc21. The product is CC(C)(C)OC(=O)NCC1CN(c2ccc3c(c2)CCN(C=O)C3)C(=O)O1. Reaction SMILES: [CH2:37]1[O:38][CH2:39][CH2:40][CH2:41]1.[O:1]=[C:2]1[O:3][CH:4]([CH2:17][NH:18][C:19]([O:20][C:21]([CH3:22])([CH3:23])[CH3:24])=[O:25])[CH2:5][N:6]1[c:7]1[cH:8][c:9]2[c:14]([cH:15][cH:16]1)[CH2:13][NH:12][CH2:11][CH2:10]2.[n:26]1([CH:35]=[O:36])[c:27]2[cH:28][cH:29][cH:30][cH:31][c:32]2[n:33][n:34]1>>[O:1]=[C:2]1[O:3][CH:4]([CH2:17][NH:18][C:19]([O:20][C:21]([CH3:22])([CH3:23])[CH3:24])=[O:25])[CH2:5][N:6]1[c:7]1[cH:8][c:9]2[c:14]([cH:15][cH:16]1)[CH2:13][N:12]([CH:35]=[O:36])[CH2:11][CH2:10]2. Reactants: CN(C)C(=O)Sc1c(Cl)ccc2c1CCN(C(=O)OC(C)(C)C)CC2, CO, O=C1Cc2ccccc2N1CCCCl, ClCCl, [K+], [OH-], O. Product: CC(C)(C)OC(=O)N1CCc2ccc(Cl)c(SCCCN3C(=O)Cc4ccccc43)c2CC1. RXN SMILES: [C:3]([CH3:4])([CH3:5])([CH3:6])[O:7][C:8](=[O:9])[N:10]1[CH2:11][CH2:12][c:13]2[c:14]([c:17]([S:22][C:23](=[O:24])[N:25]([CH3:26])[CH3:27])[c:18]([Cl:21])[cH:19][cH:20]2)[CH2:15][CH2:16]1.[CH3:45][OH:46].[Cl:28][CH2:29][CH2:30][CH2:31][N:32]1[C:33](=[O:41])[CH2:34][c:35]2[cH:36][cH:37][cH:38][cH:39][c:40]21.[Cl:42][CH2:43][Cl:44].[K+:2].[OH-:1].[OH2:47]>>[C:3]([CH3:4])([CH3:5])([CH3:6])[O:7][C:8](=[O:9])[N:10]1[CH2:11][CH2:12][c:13]2[c:14]([c:17]([S:22][CH2:29][CH2:30][CH2:31][N:32]3[C:33](=[O:41])[CH2:34][c:35]4[cH:36][cH:37][cH:38][cH:39][c:40]43)[c:18]([Cl:21])[cH:19][cH:20]2)[CH2:15][CH2:16]1. The reactants are CCN(O)CC, CN(C)C=O, [Cl-], ClCc1nnc2n1-c1ccc(Cl)cc1C(c1ccccc1)=NC2, [H-], [Na+], [Na+], O. Yields the product CCN(CC)Cc1nnc2n1-c1ccc(Cl)cc1C(c1ccccc1)=NC2. Reaction SMILES: [CH2:1]([CH3:2])[N:3]([OH:4])[CH2:5][CH3:6].[CH3:34][N:35]([CH3:36])[CH:37]=[O:38].[Cl-:33].[Cl:9][c:10]1[cH:11][cH:12][c:13]2[c:14]([cH:31]1)[C:15]([c:25]1[cH:26][cH:27][cH:28][cH:29][cH:30]1)=[N:16][CH2:17][c:18]1[n:19]-2[c:20]([CH2:23][Cl:24])[n:21][n:22]1.[H-:7].[Na+:32].[Na+:8].[OH2:39]>>[CH2:1]([CH3:2])[N:3]([CH2:5][CH3:6])[CH2:23][c:20]1[n:19]2[c:18]([n:22][n:21]1)[CH2:17][N:16]=[C:15]([c:25]1[cH:26][cH:27][cH:28][cH:29][cH:30]1)[c:14]1[c:13]-2[cH:12][cH:11][c:10]([Cl:9])[cH:31]1. Reactants: O=C([O-])[O-], CNS(=O)(=O)c1cccc(O)c1, OCCCCl, [Cs+], [Cs+], CN(C)C=O, O, Cc1ccc(S(=O)(=O)O)cc1. The product is CNS(=O)(=O)c1cccc(OCCCCl)c1. RXN SMILES: [C:13](=[O:14])([O-:15])[O-:16].[CH3:1][NH:2][S:3](=[O:4])(=[O:5])[c:6]1[cH:7][c:8]([OH:12])[cH:9][cH:10][cH:11]1.[Cl:30][CH2:31][CH2:32][CH2:33][OH:34].[Cs+:17].[Cs+:18].[O:35]=[CH:36][N:37]([CH3:38])[CH3:39].[OH2:40].[OH:19][S:20]([c:21]1[cH:22][cH:23][c:24]([CH3:25])[cH:26][cH:27]1)(=[O:28])=[O:29]>>[CH3:1][NH:2][S:3](=[O:4])(=[O:5])[c:6]1[cH:7][c:8]([O:12][CH2:33][CH2:32][CH2:31][Cl:30])[cH:9][cH:10][cH:11]1. As a reaction SMILES: [CH3:1][C:2]1[C:10]2[C:9](=[O:11])[C:8]([C:12]([O:14]CC)=[O:13])=[CH:7][NH:6][C:5]=2[S:4][N:3]=1>[OH-].[Na+]>[CH3:1][C:2]1[C:10]2[C:9](=[O:11])[C:8]([C:12]([OH:14])=[O:13])=[CH:7][NH:6][C:5]=2[S:4][N:3]=1 |f:1.2|. The yield is 94.5%. Run in [OH-].[Na+] (NaOH). Reactants: CC1=NSC=2NC=C(C(C21)=O)C(=O)OCC (Ethyl 3-methyl-4-oxo-4,7-dihydroisothiazolo[5,4-b]pyridine-5-carboxylate). Product: CC1=NSC=2NC=C(C(C21)=O)C(=O)O (3-methyl-4-oxo-4,7-dihydroisothiazolo[5,4-b]pyridine-5-carboxylic acid). Procedure: Ethyl 3-methyl-4-oxo-4,7-dihydroisothiazolo[5,4-b]pyridine-5-carboxylate (18 g, 75.55 mmol) was suspended in 2 N NaOH (100 mL) and the mixture was heated at reflux for 3 h. After hydrolysis was complete, the reaction was filtered to yield a dark brown solid. The solid was washed with water (100 mL) and acetone (50 mL), then air dried to provide 3-methyl-4-oxo-4,7-dihydroisothiazolo[5,4-b]pyridine-5-carboxylic acid as a dark brown powder (15 g, 79% yield). LC/MS m/z 210.8 [M+H]+, retention time 0... Reactants: C(#C)C=1C=NN2C1N=C(C=C2C(F)(F)F)C2=CC=C(C=C2)C(F)(F)F (3-ethynyl-7-trifluoromethyl-5-(4-trifluoromethyl-phenyl)-pyrazolo[1,5-a]pyrimidine), BrC=1C=C(C=NC1)OC (5-bromo-3-methoxypyridine). The product is COC=1C=C(C=NC1)C#CC=1C=NN2C1N=C(C=C2C(F)(F)F)C2=CC=C(C=C2)C(F)(F)F (3-(5-Methoxy-pyridin-3-ylethynyl)-7-trifluoromethyl-5-(4-trifluoromethyl-phenyl)-pyrazolo[1,5-a]pyrimidine), solid. The yield is 45.0%. Reaction SMILES: [C:1]([C:3]1[CH:4]=[N:5][N:6]2[C:11]([C:12]([F:15])([F:14])[F:13])=[CH:10][C:9]([C:16]3[CH:21]=[CH:20][C:19]([C:22]([F:25])([F:24])[F:23])=[CH:18][CH:17]=3)=[N:8][C:7]=12)#[CH:2].Br[C:27]1[CH:28]=[C:29]([O:33][CH3:34])[CH:30]=[N:31][CH:32]=1>>[CH3:34][O:33][C:29]1[CH:28]=[C:27]([C:2]#[C:1][C:3]2[CH:4]=[N:5][N:6]3[C:11]([C:12]([F:14])([F:13])[F:15])=[CH:10][C:9]([C:16]4[CH:21]=[CH:20][C:19]([C:22]([F:25])([F:24])[F:23])=[CH:18][CH:17]=4)=[N:8][C:7]=23)[CH:32]=[N:31][CH:30]=1. Procedure: The title compound was prepared from 3-ethynyl-7-trifluoromethyl-5-(4-trifluoromethyl-phenyl)-pyrazolo[1,5-a]pyrimidine (example C.1)(355 mg, 1.0 mmol) and commercially available 5-bromo-3-methoxypyridine (169 mg, 1.0 mmol) according to general procedure II. Obtained as a yellow solid (210 mg, 45%). MS (ISP) 463.2[(M+H)+]; mp 232-234° C. Starting materials: Cl (HCl), CC1(NC(CCC1)(C)C)C (2,2,6,6-tetramethyl piperidine), C(CCC)[Li] (n-butyllithium), of4-dimethylaminopyridine, B(F)(F)F (BF3), DMAP BF3, CC(C(=O)Cl)(C)C (trimethylacetyl chloride), final solution, [Li]N1C(CCCC1(C)C)(C)C (lithium tetramethylpiperidide). The solvent is CO (methanol), O (Water), C1CCOC1 (THF), C1CCOC1 (THF), C1CCOC1 (THF). Reaction conditions: temperature 0 celsius, time 0.5 hour. Product: CC(C(=O)C1=NC=CC(=C1)N(C)C)(C)C (2-Trimethylacetyl-4-dimethylaminopyridine). Isolated yield 61.0%. Reaction SMILES: B(F)(F)F.C[C:6]1(C)[CH2:11][CH2:10][CH2:9][C:8](C)(C)[NH:7]1.C([Li])CCC.[Li][N:21]1[C:26](C)(C)CCC[C:22]1(C)C.[CH3:31][C:32]([CH3:37])([CH3:36])[C:33](Cl)=[O:34].Cl>C1COCC1.CO.O>[CH3:31][C:32]([CH3:37])([CH3:36])[C:33]([C:6]1[CH:11]=[C:10]([N:21]([CH3:26])[CH3:22])[CH:9]=[CH:8][N:7]=1)=[O:34]. Reported procedure: To a solution of4-dimethylaminopyridine (DMAP) (6.892 g, 56.4 mmol) in dry THF (200 mL) at 0° C. was added BF3 etherate (7.3 mL, 59.4 mmol) dropwise via a syringe. A slightly cloudy colorless solution was obtained. It was stirred at 0° C. for 0.5 hr. To a solution of 2,2,6,6-tetramethyl piperidine (10.0 mL, 59.2 mmol) in dry THF (100 mL) at -78° C. in a second flask was added n-butyllithium (58.5 mL, 1.06 M in hexane, 62.0 mmol) via syringe. It was then warmed to room temperature in about 20 min... Reactants: FC(C=1C=CC2=C(CN(CO2)C(=O)[C@]23[C@H](OCC2)C[C@H](C3)N3C(C2=CC=CC=C2C3=O)=O)C1)(F)F (2-((3aS,5S,6aR)-3a-(6-(trifluoromethyl)-3,4-dihydro-2H-benzo[e][1,3]oxazine-3-carbonyl)hexahydro-2H-cyclopenta[b]furan-5-yl)isoindoline-1,3-dione), NN (hydrazine). The solvent is C(C)O (ethanol). Yields the product N[C@H]1C[C@]2([C@H](OCC2)C1)C(=O)N1COC2=C(C1)C=C(C=C2)C(F)(F)F (((3aS,5S,6aR)-5-aminohexahydro-2H-cyclopenta[b]furan-3a-yl)(6-(trifluoromethyl)-2H-benzo[e][1,3]oxazin-3(4H)-yl)methanone). RXN SMILES: [F:1][C:2]([F:35])([F:34])[C:3]1[CH:4]=[CH:5][C:6]2[O:11][CH2:10][N:9]([C:12]([C@:14]34[CH2:21][C@H:20]([N:22]5C(=O)C6C(=CC=CC=6)C5=O)[CH2:19][C@H:15]3[O:16][CH2:17][CH2:18]4)=[O:13])[CH2:8][C:7]=2[CH:33]=1.NN>C(O)C>[NH2:22][C@@H:20]1[CH2:19][C@H:15]2[O:16][CH2:17][CH2:18][C@@:14]2([C:12]([N:9]2[CH2:8][C:7]3[CH:33]=[C:3]([C:2]([F:35])([F:34])[F:1])[CH:4]=[CH:5][C:6]=3[O:11][CH2:10]2)=[O:13])[CH2:21]1. Procedure details: A solution of the product of Step D (5.39 g, 11.1 mmol, 1 eq) and hydrazine (7.1 mL, 222 mmol, 20 eq) in ethanol (60 mL) was stirred at rt 18 hours. The white solid was filtered, washed with methanol and DCM, and the filtrates concentrated. Saturated NaHCO3 was added, the aqueous extracted with DCM, the organics combined, dried over MgSO4 and concentrated to afford the product of Step E. Calculated for C17H19F3N2O3: 357.1 (M+1). found: 357.3.